Dataset: the Open Reaction Database (ORD), a public repository of structured organic reaction records. Task: describe an organic reaction: reactants, conditions, products, and yield Reactants: CCC(=O)[O-], CCC(=O)N(c1ccccc1)C1(c2nnn[nH]2)CC[NH+](Cc2ccccc2)CC1, [H-], CI, [Na+], CN(C)C=O. Yields the product CCC(=O)N(c1ccccc1)C1(c2nnnn2C)CCN(Cc2ccccc2)CC1. As a reaction SMILES: [C:1]([O-:2])(=[O:3])[CH2:4][CH3:5].[CH2:6]([c:7]1[cH:8][cH:9][cH:10][cH:11][cH:12]1)[NH+:13]1[CH2:14][CH2:15][C:16]([N:19]([C:20]([CH2:21][CH3:22])=[O:23])[c:24]2[cH:25][cH:26][cH:27][cH:28][cH:29]2)([c:30]2[n:31][n:32][n:33][nH:34]2)[CH2:17][CH2:18]1.[H-:36].[I:37][CH3:38].[Na+:35].[O:39]=[CH:40][N:41]([CH3:42])[CH3:43]>>[CH3:1][n:34]1[c:30]([C:16]2([N:19]([C:20]([CH2:21][CH3:22])=[O:23])[c:24]3[cH:25][cH:26][cH:27][cH:28][cH:29]3)[CH2:15][CH2:14][N:13]([CH2:6][c:7]3[cH:8][cH:9][cH:10][cH:11][cH:12]3)[CH2:18][CH2:17]2)[n:31][n:32][n:33]1. The reactants are ClCC(=O)N1C2=C(NC(C3=C1C=CC=C3)=O)C=CC=N2 (11-chloroacetyl-5,11-dihydro-6H-pyrido [2,3-b][1,4]benzodiazepin-6-one), C([O-])([O-])=O.[Na+].[Na+] (sodium carbonate), C(C)N1CC(CCC1)N (1-ethyl-3-amino-piperidine). The solvent is C(C)O (ethanol). Yields the product C(C)N1CC(CCC1)NCC(=O)N1C2=C(NC(C3=C1C=CC=C3)=O)C=CC=N2 (11-[(1-Ethyl-3-piperidyl)aminoacetyl]-5,11-dihydro-6H-pyrido[2,3-b][1,4]benzodiazepin-6-one). Reaction SMILES: Cl[CH2:2][C:3]([N:5]1[C:11]2[CH:12]=[CH:13][CH:14]=[CH:15][C:10]=2[C:9](=[O:16])[NH:8][C:7]2[CH:17]=[CH:18][CH:19]=[N:20][C:6]1=2)=[O:4].C(=O)([O-])[O-].[Na+].[Na+].[CH2:27]([N:29]1[CH2:34][CH2:33][CH2:32][CH:31]([NH2:35])[CH2:30]1)[CH3:28]>C(O)C>[CH2:27]([N:29]1[CH2:34][CH2:33][CH2:32][CH:31]([NH:35][CH2:2][C:3]([N:5]2[C:11]3[CH:12]=[CH:13][CH:14]=[CH:15][C:10]=3[C:9](=[O:16])[NH:8][C:7]3[CH:17]=[CH:18][CH:19]=[N:20][C:6]2=3)=[O:4])[CH2:30]1)[CH3:28] |f:1.2.3|. Reported procedure: 7.2 gm of 11-chloroacetyl-5,11-dihydro-6H-pyrido [2,3-b][1,4]benzodiazepin-6-one, 2.8 gm of sodium carbonate and 3.8 gm of 1-ethyl-3-amino-piperidine were refluxed in 100 ml of ethanol for 5 hours. Then the hot mixture was suction-filtered, the filtrate was evaporated in vacuo to dryness, and the residue was purified on a silica gel column. The evaporation residue of the eluate was recrystallized from ethyl acetate. Starting materials: CC(C)(C)CC(=O)Cl, CCC1c2cc(F)ccc2-c2ccccc2N1S(=O)(=O)c1ccc(O)cc1, ClCCl, c1ccncc1. Yields the product CCC1c2cc(F)ccc2-c2ccccc2N1S(=O)(=O)c1ccc(OC(=O)CC(C)(C)C)cc1. Reaction SMILES: [C:34]([CH3:35])([CH3:36])([CH3:37])[CH2:38][C:39](=[O:40])[Cl:41].[CH2:1]([CH3:2])[CH:3]1[N:4]([S:18](=[O:19])(=[O:20])[c:21]2[cH:22][cH:23][c:24]([OH:27])[cH:25][cH:26]2)[c:5]2[cH:6][cH:7][cH:8][cH:9][c:10]2-[c:11]2[cH:12][cH:13][c:14]([F:17])[cH:15][c:16]21.[Cl:42][CH2:43][Cl:44].[cH:28]1[cH:29][cH:30][n:31][cH:32][cH:33]1>>[CH2:1]([CH3:2])[CH:3]1[N:4]([S:18](=[O:19])(=[O:20])[c:21]2[cH:22][cH:23][c:24]([O:27][C:39]([CH2:38][C:34]([CH3:35])([CH3:36])[CH3:37])=[O:40])[cH:25][cH:26]2)[c:5]2[cH:6][cH:7][cH:8][cH:9][c:10]2-[c:11]2[cH:12][cH:13][c:14]([F:17])[cH:15][c:16]21. Reactants: Cl.Cl.FC=1C(=NC=CC1)[C@@H](N)C1=CC=C(C=C1)C(F)(F)F ((S)-(3-fluoropyridin-2-yl)(4-(trifluoromethyl)phenyl)methanamine dihydrochloride), COC1=NC=C(C=N1)C(=O)O (2-methoxypyrimidine-5-carboxylic acid), CCN(C(C)C)C(C)C (DIPEA), C=1C=CC(=CC1)P(=O)(C=2C=CC=CC2)N=[N+]=[N-] (DPPA). Run in C1(=CC=CC=C1)C (toluene). Reaction conditions: temperature 80 celsius, time 2 hour. Product: FC=1C(=NC=CC1)[C@@H](NC(=O)C=1C=NC(=NC1)OC)C1=CC=C(C=C1)C(F)(F)F ((S)—N-((3-Fluoropyridin-2-yl)(4-(trifluoromethyl)phenyl)methyl)-2-methoxypyrimidine-5-carboxamide). RXN SMILES: [CH3:1][O:2][C:3]1[N:8]=[CH:7][C:6]([C:9]([OH:11])=O)=[CH:5][N:4]=1.CCN(C(C)C)C(C)C.C1C=CC(P(N=[N+]=[N-])(C2C=CC=CC=2)=O)=CC=1.Cl.Cl.[F:40][C:41]1[C:42]([C@H:47]([C:49]2[CH:54]=[CH:53][C:52]([C:55]([F:58])([F:57])[F:56])=[CH:51][CH:50]=2)[NH2:48])=[N:43][CH:44]=[CH:45][CH:46]=1>C1(C)C=CC=CC=1>[F:40][C:41]1[C:42]([C@H:47]([C:49]2[CH:54]=[CH:53][C:52]([C:55]([F:57])([F:58])[F:56])=[CH:51][CH:50]=2)[NH:48][C:9]([C:6]2[CH:7]=[N:8][C:3]([O:2][CH3:1])=[N:4][CH:5]=2)=[O:11])=[N:43][CH:44]=[CH:45][CH:46]=1 |f:3.4.5|. Reported procedure: To a solution of 2-methoxypyrimidine-5-carboxylic acid (80 mg, 0.519 mmol), DIPEA (0.25 mL, 1.435 mmol) in toluene (3 mL) was added DPPA (0.19 mL, 0.882 mmol). The reaction was stirred at 80° C. for 2 hours. (S)-(3-fluoropyridin-2-yl)(4-(trifluoromethyl)phenyl)methanamine dihydrochloride (167 mg, 0.487 mmol) was then added as a solid in one portion. After 24 hours, the reaction was concentrated in vacuo and the residue was adsorbed onto a plug of silica gel and chromatographed through a Redi-Sep... Starting materials: Cl (hydrochloric acid), O (water), compound, OC1=CC=C(C=C1)C=1OC2=C(C1C(C1=CC=C(C=C1)OCCN1CCCCC1)=O)C=CC(=C2)O (2-(4-hydroxyphenyl)-3-[4-[2-(piperidin-1-yl)ethoxy]benzoyl]-6-hydroxybenzofuran). The solvent is CO (methanol), CO (methanol). Reaction conditions: temperature 0 celsius. Product: Cl.OC1=CC=C(C=C1)C=1OC2=C(C1C(C1=CC=C(C=C1)OCCN1CCCCC1)=O)C=CC(=C2)O (2-(4-hydroxyphenyl)-3-[4-[2-(piperidin-1-yl)ethoxy]benzoyl]-6-hydroxybenzofuran hydrochloride). Isolated yield 84.0%. Reaction SMILES: [OH:1][C:2]1[CH:7]=[CH:6][C:5]([C:8]2[O:9][C:10]3[CH:33]=[C:32]([OH:34])[CH:31]=[CH:30][C:11]=3[C:12]=2[C:13](=[O:29])[C:14]2[CH:19]=[CH:18][C:17]([O:20][CH2:21][CH2:22][N:23]3[CH2:28][CH2:27][CH2:26][CH2:25][CH2:24]3)=[CH:16][CH:15]=2)=[CH:4][CH:3]=1.[ClH:35].O>CO>[ClH:35].[OH:1][C:2]1[CH:7]=[CH:6][C:5]([C:8]2[O:9][C:10]3[CH:33]=[C:32]([OH:34])[CH:31]=[CH:30][C:11]=3[C:12]=2[C:13](=[O:29])[C:14]2[CH:15]=[CH:16][C:17]([O:20][CH2:21][CH2:22][N:23]3[CH2:24][CH2:25][CH2:26][CH2:27][CH2:28]3)=[CH:18][CH:19]=2)=[CH:4][CH:3]=1 |f:4.5|. Procedure details: The title compound was prepared by dissolving the compound of Example 19, 2-(4-hydroxyphenyl)-3-[4-[2-(piperidin-1-yl)ethoxy]benzoyl]-6-hydroxybenzofuran, (3.1 g, 6.8 mmol) in 15 ml of methanol and treating with an excess of 3% hydrochloric acid in methanol. The volume was then reduced by boiling to 15 ml. Warm water (20 ml) was then added and the reaction mixture was further warmed to clarify. The reaction mixture was then filtered, followed by gradual cooling to 0° C., at which temperature the... The reactants are ClCN1S(=O)(=O)C2=C(C=CC(=C2C1=O)OCC)OCC(=O)OC(C)(C)C (2-chloromethyl-4-ethoxy-7-(t-butoxycarbonylmethoxy)saccharin), [Na].C1(=CC=CC=C1)N1N=NN=C1S (1-phenyltetrazol-5-thiol sodium salt), product. Yields the product C1(=CC=CC=C1)N1N=NN=C1SCN1S(=O)(=O)C2=C(C=CC(=C2C1=O)OCC)OCC(=O)OC(C)(C)C (2-(1-phenyltetrazol-5-yl)thiomethyl-4-ethoxy-7-(t-butoxycarbonylmethoxy)saccharin). Isolated yield 71.0%. As a reaction SMILES: Cl[CH2:2][N:3]1[C:13](=[O:14])[C:12]2[C:7](=[C:8]([O:18][CH2:19][C:20]([O:22][C:23]([CH3:26])([CH3:25])[CH3:24])=[O:21])[CH:9]=[CH:10][C:11]=2[O:15][CH2:16][CH3:17])[S:4]1(=[O:6])=[O:5].[Na].[C:28]1([N:34]2[C:38]([SH:39])=[N:37][N:36]=[N:35]2)[CH:33]=[CH:32][CH:31]=[CH:30][CH:29]=1>>[C:28]1([N:34]2[C:38]([S:39][CH2:2][N:3]3[C:13](=[O:14])[C:12]4[C:7](=[C:8]([O:18][CH2:19][C:20]([O:22][C:23]([CH3:26])([CH3:25])[CH3:24])=[O:21])[CH:9]=[CH:10][C:11]=4[O:15][CH2:16][CH3:17])[S:4]3(=[O:6])=[O:5])=[N:37][N:36]=[N:35]2)[CH:29]=[CH:30][CH:31]=[CH:32][CH:33]=1 |f:1.2,^1:26|. Procedure: By the method of part F of Example 45 condensation of 2-chloromethyl-4-ethoxy-7-(t-butoxycarbonylmethoxy)saccharin (1.42 g) and 1-phenyltetrazol-5-thiol sodium salt (0.70 g initially and a small amount more after 6 hours reaction time, total reaction time 8 hours) and isolation of the product (1.20 g) by extraction with dichloromethane and purification of part (0.42 g) thereof by column chromatography on silica gel using dichloromethane-acetone (up to 98:2) as eluant afforded 2-(1-phenyltetrazol...